The task is: describe an organic reaction: reactants, conditions, products, and yield. This data is from the Open Reaction Database (ORD), a public repository of structured organic reaction records. The reactants are CI, CCO, CC1=NCCn2cccc21. The product is CC1=[N+](C)CCn2cccc21, [I-]. Reaction SMILES: [CH3:11][I:12].[CH3:13][CH2:14][OH:15].[CH3:1][C:2]1=[N:7][CH2:6][CH2:5][n:4]2[c:3]1[cH:10][cH:9][cH:8]2>>[CH3:1][C:2]1=[N+:7]([CH3:11])[CH2:6][CH2:5][n:4]2[c:3]1[cH:10][cH:9][cH:8]2.[I-:12]. Starting materials: ClC1=C(C=C(C(=O)OC)C=C1)S(=O)(=O)C (methyl 4-chloro-3-(methylsulfonyl)benzoate), C1(=C(C=CC=C1)B(O)O)C (o-tolylboronic acid), C1(CCCCC1)P(C1=C(C=CC=C1)C1=C(C=CC=C1OC)OC)C1CCCCC1 (2-dicyclohexylphosphino-2′,6′-dimethoxy-1,1′-biphenyl), [F-].[K+] (potassium fluoride). The reagents and catalysts are C(C)(=O)[O-].[Pd+2].C(C)(=O)[O-] (palladium(II) acetate). The solvent is O (water), CO (MeOH), C1(=CC=CC=C1)C (toluene). Product: CC1=C(C=CC=C1)C1=C(C=C(C=C1)C(=O)OC)S(=O)(=O)C (methyl 2′-methyl-2-(methylsulfonyl)biphenyl-4-carboxylate). Yield: 88.7%. As a reaction SMILES: Cl[C:2]1[CH:11]=[CH:10][C:5]([C:6]([O:8][CH3:9])=[O:7])=[CH:4][C:3]=1[S:12]([CH3:15])(=[O:14])=[O:13].[C:16]1([CH3:25])[CH:21]=[CH:20][CH:19]=[CH:18][C:17]=1B(O)O.C1(P(C2CCCCC2)C2C=CC=CC=2C2C(OC)=CC=CC=2OC)CCCCC1.[F-].[K+]>C([O-])(=O)C.[Pd+2].C([O-])(=O)C.O.CO.C1(C)C=CC=CC=1>[CH3:25][C:16]1[CH:21]=[CH:20][CH:19]=[CH:18][C:17]=1[C:2]1[CH:11]=[CH:10][C:5]([C:6]([O:8][CH3:9])=[O:7])=[CH:4][C:3]=1[S:12]([CH3:15])(=[O:14])=[O:13] |f:3.4,5.6.7|. Procedure: In a schlenk flushed with Argon were added methyl 4-chloro-3-(methylsulfonyl)benzoate (124.34 mg; 0.50 mmol; 1 eq.), o-tolylboronic acid (84.97 mg; 0.62 mmol; 1.25 eq.), palladium(II) acetate (22.45 mg; 0.10 mmol; 0.20 eq.), 2-dicyclohexylphosphino-2′,6′-dimethoxy-1,1′-biphenyl (82.11 mg; 0.20 mmol; 0.40 eq.), potassium fluoride (87.14 mg; 1.50 mmol; 3 eq.), toluene (2.49 mL), MeOH (2.49 mL) and water (5.40 μl). The reaction was degassed with Ar and heated under reflux for 2 hours. Then, it was ... The reactants are O=C(O)c1cccc([N+](=O)[O-])c1Br, CN, CCOC(C)=O, C1CCOC1, CN(C)C=O. Yields the product CNC(=O)c1cccc([N+](=O)[O-])c1Br. As a reaction SMILES: [Br:1][c:2]1[c:3]([C:4](=[O:5])[OH:6])[cH:7][cH:8][cH:9][c:10]1[N+:11](=[O:12])[O-:13].[CH3:14][NH2:15].[CH3:26][CH2:27][O:28][C:29]([CH3:30])=[O:31].[O:16]1[CH2:17][CH2:18][CH2:19][CH2:20]1.[O:21]=[CH:22][N:23]([CH3:24])[CH3:25]>>[Br:1][c:2]1[c:3]([C:4](=[O:5])[NH:15][CH3:14])[cH:7][cH:8][cH:9][c:10]1[N+:11](=[O:12])[O-:13]. Reactants: NC1=CC=C(C=C1)C=1NC(=C(N1)C(=O)NC=1SC=CN1)C1=CC=C(C=C1)OC (2-(4-aminophenyl)-5-(4-methoxyphenyl)-N-(2-thiazolyl)imidazole-4-carboxamide), [BH4-].[Na+] (sodium borohydride), S(O)(O)(=O)=O (sulfuric acid), isopentyl aldehyde. The product is C(CC(C)C)NC1=CC=C(C=C1)C=1NC(=C(N1)C(=O)NC=1SC=CN1)C1=CC=C(C=C1)OC (2-(4-isopentylaminophenyl)-5-(4-methoxyphenyl)-N-(2-thiazolyl)imidazole-4-carboxamide). Yield: 63.6%. Reaction SMILES: [NH2:1][C:2]1[CH:7]=[CH:6][C:5]([C:8]2[NH:9][C:10]([C:21]3[CH:26]=[CH:25][C:24]([O:27][CH3:28])=[CH:23][CH:22]=3)=[C:11]([C:13]([NH:15][C:16]3[S:17][CH:18]=[CH:19][N:20]=3)=[O:14])[N:12]=2)=[CH:4][CH:3]=1.[BH4-].[Na+].S(=O)(=O)(O)O>>[CH2:3]([NH:1][C:2]1[CH:7]=[CH:6][C:5]([C:8]2[NH:9][C:10]([C:21]3[CH:26]=[CH:25][C:24]([O:27][CH3:28])=[CH:23][CH:22]=3)=[C:11]([C:13]([NH:15][C:16]3[S:17][CH:18]=[CH:19][N:20]=3)=[O:14])[N:12]=2)=[CH:4][CH:3]=1)[CH2:4][CH:5]([CH3:8])[CH3:6] |f:1.2|. Reported procedure: 2-(4-Aminophenyl)-5-(4-methoxyphenyl)-N-(2-thiazolyl)-imidazole-4-carboxamide (0.8 g) obtained in Example 48, sodium borohydride (0.13 g), 2.5N sulfuric acid (0.4 ml) and isopentyl aldehyde (0.3 ml) were treated in the same manner as in Example 72 to give 2-(4-isopentylaminophenyl)-5-(4-methoxyphenyl)-N-(2-thiazolyl)imidazole-4-carboxamide (0.3 g), melting point 235-239° C. Reactants: C(C1=CC=CC=C1)N(O)CC1=CC=CC=C1 (dibenzylhydroxylamine), C=O (formaldehyde), C(CCC)NCCCC (di-n-butylamine). Solvent: C(C)#N (acetonitrile). The product is C(C1=CC=CC=C1)N(OCN(CCCC)CCCC)CC1=CC=CC=C1 ([N,N-Dibenzylaminoxymethyl]di-n-butylamine). RXN SMILES: [CH2:1]([N:8]([CH2:10][C:11]1[CH:16]=[CH:15][CH:14]=[CH:13][CH:12]=1)[OH:9])[C:2]1[CH:7]=[CH:6][CH:5]=[CH:4][CH:3]=1.[CH2:17]=O.[CH2:19]([NH:23][CH2:24][CH2:25][CH2:26][CH3:27])[CH2:20][CH2:21][CH3:22]>C(#N)C>[CH2:10]([N:8]([CH2:1][C:2]1[CH:3]=[CH:4][CH:5]=[CH:6][CH:7]=1)[O:9][CH2:17][N:23]([CH2:24][CH2:25][CH2:26][CH3:27])[CH2:19][CH2:20][CH2:21][CH3:22])[C:11]1[CH:16]=[CH:15][CH:14]=[CH:13][CH:12]=1. Procedure: The procedure of Example I is repeated using 21.33 g of dibenzylhydroxylamine, 9.73 g of aqueous formaldehyde (37%) solution and 12.93 g of di-n-butylamine in acetonitrile to afford the title compound. The reactants are FC(C)(C)C1=NOC(=C1)NC(OC1=CC=CC=C1)=O (phenyl 3-(2-fluoropropan-2-yl)isoxazol-5-ylcarbamate), COC=1C=C2C(=NC=NC2=CC1OCCOC)SC=1C=C(N)C=CC1 (3-(6-methoxy-7-(2-methoxyethoxy)quinazolin-4-ylthio)aniline), C(C)(C)N(CC)C(C)C (diisopropylethyl amine), Example 231A. Reagents/catalysts: CN(C)C=1C=CN=CC1 (DMAP). The product is FC(C)(C)C1=NOC(=C1)NC(=O)NC1=CC(=CC=C1)SC1=NC=NC2=CC(=C(C=C12)OC)OCCOC (1-(3-(2-fluoropropan-2-yl)isoxazol-5-yl)-3-(3-(6-methoxy-7-(2-methoxyethoxy)quinazolin-4-ylthio)phenyl)urea). Reaction SMILES: [F:1][C:2]([C:5]1[CH:9]=[C:8]([NH:10][C:11](=[O:19])OC2C=CC=CC=2)[O:7][N:6]=1)([CH3:4])[CH3:3].[CH3:20][O:21][C:22]1[CH:23]=[C:24]2[C:29](=[CH:30][C:31]=1[O:32][CH2:33][CH2:34][O:35][CH3:36])[N:28]=[CH:27][N:26]=[C:25]2[S:37][C:38]1[CH:39]=[C:40]([CH:42]=[CH:43][CH:44]=1)[NH2:41].C(N(C(C)C)CC)(C)C>CN(C1C=CN=CC=1)C>[F:1][C:2]([C:5]1[CH:9]=[C:8]([NH:10][C:11]([NH:41][C:40]2[CH:42]=[CH:43][CH:44]=[C:38]([S:37][C:25]3[C:24]4[C:29](=[CH:30][C:31]([O:32][CH2:33][CH2:34][O:35][CH3:36])=[C:22]([O:21][CH3:20])[CH:23]=4)[N:28]=[CH:27][N:26]=3)[CH:39]=2)=[O:19])[O:7][N:6]=1)([CH3:3])[CH3:4]. Procedure: The procedure for Example 138B was used to react phenyl 3-(2-fluoropropan-2-yl)isoxazol-5-ylcarbamate from Example 42A (86 mg, 0.33 mmol) with 3-(6-methoxy-7-(2-methoxyethoxy)quinazolin-4-ylthio)aniline described in Example 231A (97 mg, 0.27 mmol). To this solution was added diisopropylethyl amine (71 μL, 0.41 mmol) and DMAP (5.0 mg, 0.04 mmol). The reaction was concentrated to dryness and partitioned between water and dichloromethane, and extracted twice. The combined extracts were washed with ... Starting materials: Cc1c(Br)c(=O)n(CC(N)c2ccccc2)c(=O)n1Cc1c(F)cccc1C(F)(F)F, OB(O)c1ccccc1Cl, [Na+], [Na+], O=C([O-])[O-], C1COCCO1, O, c1ccc(P(c2ccccc2)(c2ccccc2)[Pd](P(c2ccccc2)(c2ccccc2)c2ccccc2)(P(c2ccccc2)(c2ccccc2)c2ccccc2)P(c2ccccc2)(c2ccccc2)c2ccccc2)cc1. The product is Cc1c(-c2ccccc2Cl)c(=O)n(CC(N)c2ccccc2)c(=O)n1Cc1c(F)cccc1C(F)(F)F. Reaction SMILES: [Br:1][c:2]1[c:3](=[O:31])[n:4]([CH2:22][CH:23]([c:24]2[cH:25][cH:26][cH:27][cH:28][cH:29]2)[NH2:30])[c:5](=[O:21])[n:6]([CH2:9][c:10]2[c:11]([F:20])[cH:12][cH:13][cH:14][c:15]2[C:16]([F:17])([F:18])[F:19])[c:7]1[CH3:8].[Cl:32][c:33]1[c:34]([B:39]([OH:40])[OH:41])[cH:35][cH:36][cH:37][cH:38]1.[Na+:42].[Na+:43].[O-:44][C:45](=[O:46])[O-:47].[O:126]1[CH2:127][CH2:128][O:129][CH2:130][CH2:131]1.[OH2:125].[cH:48]1[cH:49][cH:50][c:51]([P:52]([Pd:53]([P:54]([c:55]2[cH:56][cH:57][cH:58][cH:59][cH:60]2)([c:61]2[cH:62][cH:63][cH:64][cH:65][cH:66]2)[c:67]2[cH:68][cH:69][cH:70][cH:71][cH:72]2)([P:73]([c:74]2[cH:75][cH:76][cH:77][cH:78][cH:79]2)([c:80]2[cH:81][cH:82][cH:83][cH:84][cH:85]2)[c:86]2[cH:87][cH:88][cH:89][cH:90][cH:91]2)[P:92]([c:93]2[cH:94][cH:95][cH:96][cH:97][cH:98]2)([c:99]2[cH:100][cH:101][cH:102][cH:103][cH:104]2)[c:105]2[cH:106][cH:107][cH:108][cH:109][cH:110]2)([c:111]2[cH:112][cH:113][cH:114][cH:115][cH:116]2)[c:117]2[cH:118][cH:119][cH:120][cH:121][cH:122]2)[cH:123][cH:124]1>>[c:2]1(-[c:34]2[c:33]([Cl:32])[cH:38][cH:37][cH:36][cH:35]2)[c:3](=[O:31])[n:4]([CH2:22][CH:23]([c:24]2[cH:25][cH:26][cH:27][cH:28][cH:29]2)[NH2:30])[c:5](=[O:21])[n:6]([CH2:9][c:10]2[c:11]([F:20])[cH:12][cH:13][cH:14][c:15]2[C:16]([F:17])([F:18])[F:19])[c:7]1[CH3:8].